This data is from the Open Reaction Database (ORD), a public repository of structured organic reaction records. The task is: describe an organic reaction: reactants, conditions, products, and yield Reactants: O=C([O-])[O-], CN(C)C=O, Clc1ccc2c(c1)CNCc1nnc(C3CCN(c4ccccn4)CC3)n1-2, Clc1ncccn1, [K+], [K+]. The product is Clc1ccc2c(c1)CN(c1ncccn1)Cc1nnc(C3CCN(c4ccccn4)CC3)n1-2. As a reaction SMILES: [C:35](=[O:36])([O-:37])[O-:38].[CH3:41][N:42]([CH3:43])[CH:44]=[O:45].[Cl:1][c:2]1[cH:3][c:4]2[c:5]([cH:26][cH:27]1)-[n:6]1[c:7]([CH:14]3[CH2:15][CH2:16][N:17]([c:20]4[n:21][cH:22][cH:23][cH:24][cH:25]4)[CH2:18][CH2:19]3)[n:8][n:9][c:10]1[CH2:11][NH:12][CH2:13]2.[Cl:28][c:29]1[n:30][cH:31][cH:32][cH:33][n:34]1.[K+:39].[K+:40]>>[Cl:1][c:2]1[cH:3][c:4]2[c:5]([cH:26][cH:27]1)-[n:6]1[c:7]([CH:14]3[CH2:15][CH2:16][N:17]([c:20]4[n:21][cH:22][cH:23][cH:24][cH:25]4)[CH2:18][CH2:19]3)[n:8][n:9][c:10]1[CH2:11][N:12]([c:29]1[n:30][cH:31][cH:32][cH:33][n:34]1)[CH2:13]2.